This data is from the Open Reaction Database (ORD), a public repository of structured organic reaction records. The task is: describe an organic reaction: reactants, conditions, products, and yield The reactants are CN1CCC(C2=CC=CC=C12)CN (1-(1-methyl-1,2,3,4-tetrahydroquinolin-4-yl)methanamine), FC1=C(C(=O)O)C=CN=C1 (3-fluoroisonicotinic acid). The product is CN1CCC(C2=CC=CC=C12)CNC=1C=NC=CC1C(=O)O (3{[(1-methyl-1,2,3,4-tetrahydroquinolin-4-yl)methyl]amino}pyridine-4-carboxylic acid). Isolated yield 18.0%. Reaction SMILES: [CH3:1][N:2]1[C:11]2[C:6](=[CH:7][CH:8]=[CH:9][CH:10]=2)[CH:5]([CH2:12][NH2:13])[CH2:4][CH2:3]1.F[C:15]1[CH:23]=[N:22][CH:21]=[CH:20][C:16]=1[C:17]([OH:19])=[O:18]>>[CH3:1][N:2]1[C:11]2[C:6](=[CH:7][CH:8]=[CH:9][CH:10]=2)[CH:5]([CH2:12][NH:13][C:20]2[CH:21]=[N:22][CH:23]=[CH:15][C:16]=2[C:17]([OH:19])=[O:18])[CH2:4][CH2:3]1. Procedure details: The title compound was prepared in 18% yield from 1-(1-methyl-1,2,3,4-tetrahydroquinolin-4-yl)methanamine and 3-fluoroisonicotinic acid according to the procedure for the preparation of Example 53. 1H NMR (400 MHz, DMSO-d6): δ 13.36 (br s, 1H), 8.35 (s, 1H), 7.83 (d, 1H, J=5.0 Hz), 7.72 (br s, 1H), 7.56 (d, 1H, J=5.0 Hz), 7.01-7.08 (m, 2H), 6.52-6.62 (m, 2H), 3.45-3.51 (m, 2H), 3.04-3.32 (m, 3H), 2.85 (s, 3H), 1.89-1.95 (m, 2H). [M+H] calc'd for C17H19N3O2, 298; found 298. Starting materials: FC1=C(OC=2C=NN(C(C2)=O)C(C(=O)O)CC2CCOCC2)C(=CC=C1)F (2-[4-(2,6-difluoro-phenoxy)-6-oxo-6H-pyridazin-1-yl]-3-(tetrahydro-pyran-4-yl)-propionic acid), C(C)(C)(C)[Si](OCCN1N=C(C=C1)N)(C)C (1-[2-(tert-butyl-dimethyl-silanyloxy)-ethyl]-1H-pyrazol-3-ylamine), FC1=C(OC=2C=NN(C(C2)=O)C(C(=O)O)CC2CCOCC2)C(=CC=C1)F (2-[4-(2,6-difluoro-phenoxy)-6-oxo-6H-pyridazin-1-yl]-3-(tetrahydro-pyran-4-yl)-propionic acid), C(C)(C)(C)[Si](OCCN1N=C(C=C1)N)(C)C (1-[2-(tert-butyl-dimethyl-silanyloxy)-ethyl]-1H-pyrazol-3-ylamine). Product: C(C)(C)(C)[Si](OCCN1N=C(C=C1)NC(C(CC1CCOCC1)N1N=CC(=CC1=O)OC1=C(C=CC=C1F)F)=O)(C)C (N-{1-[2-(tert-butyl-dimethyl-silanyloxy)-ethyl]-1H-pyrazol-3-yl}-2-[4-(2,6-difluoro-phenoxy)-6-oxo-6H-pyridazin-1-yl]-3-(tetrahydro-pyran-4-yl)-propionamide). Reaction SMILES: [F:1][C:2]1[CH:26]=[CH:25][CH:24]=[C:23]([F:27])[C:3]=1[O:4][C:5]1[CH:6]=[N:7][N:8]([CH:12]([CH2:16][CH:17]2[CH2:22][CH2:21][O:20][CH2:19][CH2:18]2)[C:13]([OH:15])=O)[C:9](=[O:11])[CH:10]=1.[C:28]([Si:32]([CH3:43])([CH3:42])[O:33][CH2:34][CH2:35][N:36]1[CH:40]=[CH:39][C:38]([NH2:41])=[N:37]1)([CH3:31])([CH3:30])[CH3:29]>>[C:28]([Si:32]([CH3:43])([CH3:42])[O:33][CH2:34][CH2:35][N:36]1[CH:40]=[CH:39][C:38]([NH:41][C:13](=[O:15])[CH:12]([N:8]2[C:9](=[O:11])[CH:10]=[C:5]([O:4][C:3]3[C:2]([F:1])=[CH:26][CH:25]=[CH:24][C:23]=3[F:27])[CH:6]=[N:7]2)[CH2:16][CH:17]2[CH2:22][CH2:21][O:20][CH2:19][CH2:18]2)=[N:37]1)([CH3:31])([CH3:30])[CH3:29]. The yield is 47.0%. Reported procedure: Using the method described in Example 49, 2-[4-(2,6-difluoro-phenoxy)-6-oxo-6H-pyridazin-1-yl]-3-(tetrahydro-pyran-4-yl)-propionic acid (Intermediate 32) and 1-[2-(tert-butyl-dimethyl-silanyloxy)-ethyl]-1H-pyrazol-3-ylamine (Intermediate 3) afforded N-{1-[2-(tert-butyl-dimethyl-silanyloxy)-ethyl]-1H-pyrazol-3-yl}-2-[4-(2,6-difluoro-phenoxy)-6-oxo-6H-pyridazin-1-yl]-3-(tetrahydro-pyran-4-yl)-propionamide as an orange oil (555.9 mg, 47%); ES+-HRMS m/e calcd for C29H39N5O5SiF2 [M+H+] 488.2104 found... Starting materials: CC(C)(C)OC(=O)Nc1cccc(Br)c1, CI, CN(C)C=O, [H-], [Na+], O. Yields the product CN(C(=O)OC(C)(C)C)c1cccc(Br)c1. Reaction SMILES: [Br:1][c:2]1[cH:3][c:4]([NH:8][C:9]([O:10][C:11]([CH3:12])([CH3:13])[CH3:14])=[O:15])[cH:5][cH:6][cH:7]1.[CH3:18][I:19].[CH3:21][N:22]([CH3:23])[CH:24]=[O:25].[H-:16].[Na+:17].[OH2:20]>>[Br:1][c:2]1[cH:3][c:4]([N:8]([C:9]([O:10][C:11]([CH3:12])([CH3:13])[CH3:14])=[O:15])[CH3:18])[cH:5][cH:6][cH:7]1. Starting materials: O=S(=O)(O)CCc1cccc(Br)c1, CC(C)(C)P(c1ccccc1-c1ccccc1)C(C)(C)C, C1COCCO1, Cc1nc(-c2ccccc2)n2nc(N)ncc12, CC(C)(C)[O-], CO, Cl, [Na+]. The product is Cc1nc(-c2ccccc2)n2nc(Nc3cccc(CCS(=O)(=O)O)c3)ncc12. As a reaction SMILES: [Br:19][c:20]1[cH:21][c:22]([CH2:26][CH2:27][S:28](=[O:29])(=[O:30])[OH:31])[cH:23][cH:24][cH:25]1.[C:32]([P:33]([C:34]([CH3:35])([CH3:36])[CH3:37])[c:38]1[cH:39][cH:40][cH:41][cH:42][c:43]1-[c:44]1[cH:45][cH:46][cH:47][cH:48][cH:49]1)([CH3:50])([CH3:51])[CH3:52].[CH2:59]1[O:60][CH2:61][CH2:62][O:63][CH2:64]1.[CH3:2][c:3]1[n:4][c:5](-[c:13]2[cH:14][cH:15][cH:16][cH:17][cH:18]2)[n:6]2[n:7][c:8]([NH2:12])[n:9][cH:10][c:11]12.[CH3:53][C:54]([CH3:55])([O-:56])[CH3:57].[CH3:65][OH:66].[ClH:1].[Na+:58]>>[CH3:2][c:3]1[n:4][c:5](-[c:13]2[cH:14][cH:15][cH:16][cH:17][cH:18]2)[n:6]2[n:7][c:8]([NH:12][c:20]3[cH:21][c:22]([CH2:26][CH2:27][S:28](=[O:29])(=[O:30])[OH:31])[cH:23][cH:24][cH:25]3)[n:9][cH:10][c:11]12.